Dataset: the Open Reaction Database (ORD), a public repository of structured organic reaction records. Task: describe an organic reaction: reactants, conditions, products, and yield Reported procedure: To a solution of 70 mg (0.18 mmol) of N-[3-(2-hydroxy-1,1-dimethyl-ethyl)-isoxazol-5-yl]-2-methyl-2-(tetrahydro-pyran-4-ylmethanesulfonyl)-propionamide in anhydrous THF (2 mL) at 5° C. are added 9 mg (0.36 mmol) of sodium hydride (60% dispersion in mineral oil). The reaction mixture is stirred for 0.5 h and then 32 μL (0.54 mmol) of methyl iodide are added. The reaction is stirred at room temperature for 18 h and is then warmed to 35° C. for 6 h. The reaction is quenched by addition of methanol ... Starting materials: OCC(C)(C)C1=NOC(=C1)NC(C(C)(S(=O)(=O)CC1CCOCC1)C)=O (N-[3-(2-hydroxy-1,1-dimethyl-ethyl)-isoxazol-5-yl]-2-methyl-2-(tetrahydro-pyran-4-ylmethanesulfonyl)-propionamide), [H-].[Na+] (sodium hydride), CI (methyl iodide). Isolated yield 27.6%. Reaction SMILES: [OH:1][CH2:2][C:3]([C:6]1[CH:10]=[C:9]([NH:11][C:12](=[O:26])[C:13]([CH3:25])([S:15]([CH2:18][CH:19]2[CH2:24][CH2:23][O:22][CH2:21][CH2:20]2)(=[O:17])=[O:16])[CH3:14])[O:8][N:7]=1)([CH3:5])[CH3:4].[H-].[Na+].[CH3:29]I>C1COCC1>[CH3:29][O:1][CH2:2][C:3]([C:6]1[CH:10]=[C:9]([NH:11][C:12](=[O:26])[C:13]([CH3:14])([S:15]([CH2:18][CH:19]2[CH2:24][CH2:23][O:22][CH2:21][CH2:20]2)(=[O:17])=[O:16])[CH3:25])[O:8][N:7]=1)([CH3:5])[CH3:4] |f:1.2|. Run at temperature 35 celsius, time 0.5 hour. Solvent: C1CCOC1 (THF). Product: COCC(C)(C)C1=NOC(=C1)NC(C(C)(S(=O)(=O)CC1CCOCC1)C)=O (N-[3-(2-methoxy-1,1-dimethyl-ethyl)-isoxazol-5-yl]-2-methyl-2-(tetrahydro-pyran-4-ylmethanesulfonyl)-propionamide).